Task: describe an organic reaction: reactants, conditions, products, and yield. Dataset: the Open Reaction Database (ORD), a public repository of structured organic reaction records Reactants: C(C)(C)(C)OC(=O)N1C[C@@H]([C@H](CC1)C1=CC(=CC=C1)Br)OCC1=CC2=CC=CC=C2C=C1 ((3R*,4R*)-4-(3-bromo-phenyl)-3-(naphthalen-2-ylmethoxy)-piperidine-1-carboxylic acid t-butyl ester), C(C)OC(=O)C=1C=C(C=CC1)B(O)O (3-ethoxycarbonylphenyl boronic acid), C(OC)COC (dimethoxyethane), C(=O)([O-])[O-].[Na+].[Na+] (Na2CO3). Reagents/catalysts: [Pd].C1(=CC=CC=C1)P(C1=CC=CC=C1)C1=CC=CC=C1.C1(=CC=CC=C1)P(C1=CC=CC=C1)C1=CC=CC=C1.C1(=CC=CC=C1)P(C1=CC=CC=C1)C1=CC=CC=C1.C1(=CC=CC=C1)P(C1=CC=CC=C1)C1=CC=CC=C1 (tetrakis-(triphenylphosphin)-palladium). Run in O (H2O). Yields the product C(C)(C)(C)OC(=O)N1C[C@@H]([C@H](CC1)C=1C=C(C=CC1)C1=CC(=CC=C1)C(=O)OCC)OCC1=CC2=CC=CC=C2C=C1 ((3R*,4R*)-4-(3′-ethoxycarbonyl-biphenyl-3-yl)-3-(naphthalen-2-ylmethoxy)-piperidine-1-carboxylic acid t-butyl ester). As a reaction SMILES: [C:1]([O:5][C:6]([N:8]1[CH2:13][CH2:12][C@H:11]([C:14]2[CH:19]=[CH:18][CH:17]=[C:16](Br)[CH:15]=2)[C@@H:10]([O:21][CH2:22][C:23]2[CH:32]=[CH:31][C:30]3[C:25](=[CH:26][CH:27]=[CH:28][CH:29]=3)[CH:24]=2)[CH2:9]1)=[O:7])([CH3:4])([CH3:3])[CH3:2].[CH2:33]([O:35][C:36]([C:38]1[CH:39]=[C:40](B(O)O)[CH:41]=[CH:42][CH:43]=1)=[O:37])[CH3:34].C(COC)OC.C([O-])([O-])=O.[Na+].[Na+]>[Pd].C1(P(C2C=CC=CC=2)C2C=CC=CC=2)C=CC=CC=1.C1(P(C2C=CC=CC=2)C2C=CC=CC=2)C=CC=CC=1.C1(P(C2C=CC=CC=2)C2C=CC=CC=2)C=CC=CC=1.C1(P(C2C=CC=CC=2)C2C=CC=CC=2)C=CC=CC=1.O>[C:1]([O:5][C:6]([N:8]1[CH2:13][CH2:12][C@H:11]([C:14]2[CH:15]=[C:16]([C:40]3[CH:41]=[CH:42][CH:43]=[C:38]([C:36]([O:35][CH2:33][CH3:34])=[O:37])[CH:39]=3)[CH:17]=[CH:18][CH:19]=2)[C@@H:10]([O:21][CH2:22][C:23]2[CH:32]=[CH:31][C:30]3[C:25](=[CH:26][CH:27]=[CH:28][CH:29]=3)[CH:24]=2)[CH2:9]1)=[O:7])([CH3:4])([CH3:3])[CH3:2] |f:3.4.5,6.7.8.9.10|. Procedure: A stirred mixture of (3R*,4R*)-4-(3-bromo-phenyl)-3-(naphthalen-2-ylmethoxy)-piperidine-1-carboxylic acid t-butyl ester (300 mg, 0.6 mmol), 3-ethoxycarbonylphenyl boronic acid (136.8 mg, 0.71 mmol), dimethoxyethane (3 mL), H2O (1 mL), tetrakis-(triphenylphosphin)-palladium (46.5 mg, 0.04 mmol) and Na2CO3 (96 mg, 0.91 mmol) is heated at reflux under argon for 16 h. The mixture is cooled to RT, dimethoxyethane is removed in vacuo and the residue is diluted with aqueous 2N Na2CO3 solution containin... The reactants are FC=1C=C(C=C(C1OCC=1C(=NSC1C1=CC=C(C=C1)OC)OC)F)CCC(=O)OCC (ethyl 3-(3,5-difluoro-4-[[3-methoxy-5-(4-methoxyphenyl)-1,2-thiazol-4-yl]methoxy]phenyl)propanoate), O1CCCC1 (tetrahydrofuran), [Li+].[OH-] (LiOH). Run in O (water). Run at temperature 25 celsius, time 8 hour. Product: FC=1C=C(C=C(C1OCC=1C(=NSC1C1=CC=C(C=C1)OC)OC)F)CCC(=O)O (3-(3,5-difluoro-4-[[3-methoxy-5-(4-methoxyphenyl)-1,2-thiazol-4-yl]methoxy]phenyl)propanoic acid). RXN SMILES: [F:1][C:2]1[CH:3]=[C:4]([CH2:26][CH2:27][C:28]([O:30]CC)=[O:29])[CH:5]=[C:6]([F:25])[C:7]=1[O:8][CH2:9][C:10]1[C:11]([O:23][CH3:24])=[N:12][S:13][C:14]=1[C:15]1[CH:20]=[CH:19][C:18]([O:21][CH3:22])=[CH:17][CH:16]=1.O1CCCC1.[Li+].[OH-]>O>[F:25][C:6]1[CH:5]=[C:4]([CH2:26][CH2:27][C:28]([OH:30])=[O:29])[CH:3]=[C:2]([F:1])[C:7]=1[O:8][CH2:9][C:10]1[C:11]([O:23][CH3:24])=[N:12][S:13][C:14]=1[C:15]1[CH:20]=[CH:19][C:18]([O:21][CH3:22])=[CH:17][CH:16]=1 |f:2.3|. Procedure details: Into a 25-mL round-bottom flask, was placed ethyl 3-(3,5-difluoro-4-[[3-methoxy-5-(4-methoxyphenyl)-1,2-thiazol-4-yl]methoxy]phenyl)propanoate (50 mg, 0.11 mmol, 1.00 equiv), tetrahydrofuran (3 mL), water (1 mL), LiOH (50 mg, 2.09 mmol, 19.30 equiv). The resulting solution was stirred overnight at 25° C. in an oil bath. The resulting mixture was concentrated under vacuum. The pH value of the solution was adjusted to 5 with hydrogen chloride (2 mol/L). The solids were collected by filtration, was... The reactants are [Al+3], CN1CCN(c2ccc(-c3nc4ccc(NCC(F)(F)F)cc4s3)cn2)CC1, CCOC(=O)Nc1ccc2nc(-c3ccc(N4CCN(C)CC4)nc3)sc2c1, [H-], [H-], [H-], [H-], [Li+]. The product is CNc1ccc2nc(-c3ccc(N4CCN(C)CC4)nc3)sc2c1. Reaction SMILES: [Al+3:58].[CH3:1][N:2]1[CH2:3][CH2:4][N:5]([c:8]2[cH:9][cH:10][c:11](-[c:14]3[s:15][c:16]4[c:17]([n:18]3)[cH:19][cH:20][c:21]([NH:23][CH2:24][C:25]([F:26])([F:27])[F:28])[cH:22]4)[cH:12][n:13]2)[CH2:6][CH2:7]1.[CH3:29][N:30]1[CH2:31][CH2:32][N:33]([c:34]2[n:35][cH:36][c:37](-[c:38]3[s:39][c:40]4[cH:41][c:42]([NH:43][C:44](=[O:45])[O:46][CH2:47][CH3:48])[cH:49][cH:50][c:51]4[n:52]3)[cH:53][cH:54]2)[CH2:55][CH2:56]1.[H-:57].[H-:60].[H-:61].[H-:62].[Li+:59]>>[CH3:1][N:2]1[CH2:3][CH2:4][N:5]([c:8]2[cH:9][cH:10][c:11](-[c:14]3[s:15][c:16]4[c:17]([n:18]3)[cH:19][cH:20][c:21]([NH:23][CH3:24])[cH:22]4)[cH:12][n:13]2)[CH2:6][CH2:7]1. Reactants: COC=1C=C(C=CC1)C(CCC1=CC=CC=C1)O (1-(3-methoxyphenyl)-3-phenylpropan-1-ol), [Cr](=O)(=O)([O-])O[Cr](=O)(=O)[O-].[K+].[K+] (potassium dichromate). The solvent is CCOCC (ether), O (water), S(O)(O)(=O)=O (sulfuric acid). Conditions: temperature 20 celsius, time 8 hour. The product is COC=1C=C(C=CC1)C(CCC1=CC=CC=C1)=O (1-(3-methoxyphenyl)-3-phenylpropan-1-one). Yield: 83.2%. RXN SMILES: [Cr](O[Cr]([O-])(=O)=O)([O-])(=O)=O.[K+].[K+].[CH3:12][O:13][C:14]1[CH:15]=[C:16]([CH:20]([OH:29])[CH2:21][CH2:22][C:23]2[CH:28]=[CH:27][CH:26]=[CH:25][CH:24]=2)[CH:17]=[CH:18][CH:19]=1>O.S(=O)(=O)(O)O.CCOCC>[CH3:12][O:13][C:14]1[CH:15]=[C:16]([C:20](=[O:29])[CH2:21][CH2:22][C:23]2[CH:28]=[CH:27][CH:26]=[CH:25][CH:24]=2)[CH:17]=[CH:18][CH:19]=1 |f:0.1.2|. Reported procedure: 14.9 g (0.05 mole) of potassium dichromate in a mixture of 50 ml of water and 10 ml of concentrated sulfuric acid were added to a solution of 34 g (0.14 mole) of 1-(3-methoxyphenyl)-3-phenylpropan-1-ol in 500 ml of ether while cooling with ice and stirred overnight at 20° C. The aqueous, green phase was separated and extracted twice with 100 ml of ether each time. The combined ether extracts were dried over sodium sulfate and the solvent was then removed in vacuo. 28.0 g (83%) of the compound 1-... Reactants: CN1C(=O)N(C(=O)C=C1Cl)C1CCCCC1 (1-methyl-3-cyclohexyl-6-chlorouracil), C(C)(=O)[O-].[Na+] (sodium acetate), Cl.NO (hydroxylamine hydrochloride). The solvent is COCCO (methyl-cellosolve). Run at time 1 hour. Product: CN1C(=O)N(C(=O)C=C1NO)C1CCCCC1 (1-methyl-3-cyclohexyl-6-hydroxyaminouracil). The yield is 58.0%. Reaction SMILES: [CH3:1][N:2]1[C:9](Cl)=[CH:8][C:6](=[O:7])[N:5]([CH:11]2[CH2:16][CH2:15][CH2:14][CH2:13][CH2:12]2)[C:3]1=[O:4].C([O-])(=O)C.[Na+].Cl.[NH2:23][OH:24]>COCCO>[CH3:1][N:2]1[C:9]([NH:23][OH:24])=[CH:8][C:6](=[O:7])[N:5]([CH:11]2[CH2:16][CH2:15][CH2:14][CH2:13][CH2:12]2)[C:3]1=[O:4] |f:1.2,3.4|. Procedure: A mixture of 7 g of 1-methyl-3-cyclohexyl-6-chlorouracil, 18 g of sodium acetate (trihydrate), 7 g of hydroxylamine hydrochloride and 100 ml of methyl-cellosolve is boiled for 1 hour and, when cold, the insolubles are removed by filtration. The filtrate is concentrated and recrystallized from water-ethanol. By the above procedure is obtained 4 g of 1-methyl-3-cyclohexyl-6-hydroxyaminouracil, melting point: 153°-155° C. The reactants are BrC=1C=C(C=C(C1)Br)/C(=C/CO)/C ((E)-3-(3,5-dibromo-phenyl)-but-2-en-1-ol), C(C)O[C@H](C(=O)OCC)CC1=CC=C(C=C1)O ((S)-ethyl 2-ethoxy-3-(4-hydroxyphenyl)-propionate). Yields the product BrC=1C=C(C=C(C1)Br)/C(=C/COC1=CC=C(C=C1)C[C@@H](C(=O)OCC)OCC)/C ((E)-(S)-Ethyl 3-{4-[3-(3,5-Dibromophenyl)-but-2-enyloxy]-phenyl}-2-ethoxy-propionate). Isolated yield 80.9%. As a reaction SMILES: [Br:1][C:2]1[CH:3]=[C:4](/[C:9](/[CH3:13])=[CH:10]/[CH2:11][OH:12])[CH:5]=[C:6]([Br:8])[CH:7]=1.[CH2:14]([O:16][C@@H:17]([CH2:23][C:24]1[CH:29]=[CH:28][C:27](O)=[CH:26][CH:25]=1)[C:18]([O:20][CH2:21][CH3:22])=[O:19])[CH3:15]>>[Br:1][C:2]1[CH:3]=[C:4](/[C:9](/[CH3:13])=[CH:10]/[CH2:11][O:12][C:27]2[CH:26]=[CH:25][C:24]([CH2:23][C@H:17]([O:16][CH2:14][CH3:15])[C:18]([O:20][CH2:21][CH3:22])=[O:19])=[CH:29][CH:28]=2)[CH:5]=[C:6]([Br:8])[CH:7]=1. Procedure details: The title compound (851 mg, 81%) was prepared from (E)-3-(3,5-dibromo-phenyl)-but-2-en-1-ol (612 mg, 2.0 mmol) and (S)-ethyl 2-ethoxy-3-(4-hydroxyphenyl)-propionate (500 mg, 2.10 mmol) by a procedure analogous to that described in example 52c.